This data is from the Open Reaction Database (ORD), a public repository of structured organic reaction records. The task is: describe an organic reaction: reactants, conditions, products, and yield Starting materials: CCOC(CBr)OCC, N#CC1Cc2cc(O)ccc21, CN(C)C=O, [H-], [Na+]. Yields the product CCOC(COc1ccc2c(c1)CC2C#N)OCC. Reaction SMILES: [Br:14][CH2:15][CH:16]([O:17][CH2:18][CH3:19])[O:20][CH2:21][CH3:22].[C:1](#[N:2])[CH:3]1[CH2:4][c:5]2[c:6]1[cH:7][cH:8][c:9]([OH:11])[cH:10]2.[CH3:23][N:24]([CH3:25])[CH:26]=[O:27].[H-:12].[Na+:13]>>[C:1](#[N:2])[CH:3]1[CH2:4][c:5]2[c:6]1[cH:7][cH:8][c:9]([O:11][CH2:15][CH:16]([O:17][CH2:18][CH3:19])[O:20][CH2:21][CH3:22])[cH:10]2. The reactants are CC1=CC=C(C=C1)S(=O)(=O)OCC(CC1=C(C(=CC=C1)CC1=CC=CC=C1)O)O ((±)-3-(3-benzyl-2-hydroxyphenyl)-2-hydroxypropyl 4-methylbenzenesulfonate), Intermediate 5, C1(=CC=CC=C1)P(C1=CC=CC=C1)C1=CC=CC=C1 (triphenylphosphine), CCOC(=O)/N=N/C(=O)OCC (diethylazodicarboxylate). Product: CC1=CC=C(C=C1)S(=O)(=O)OCC1OC2=C(C1)C=CC=C2CC2=CC=CC=C2 ((±)-(7-benzyl-2,3-dihydro-1-benzofuran-2-yl)methyl 4-methylbenzenesulfonate). Isolated yield 92.5%. As a reaction SMILES: [CH3:1][C:2]1[CH:7]=[CH:6][C:5]([S:8]([O:11][CH2:12][CH:13]([OH:29])[CH2:14][C:15]2[CH:20]=[CH:19][CH:18]=[C:17]([CH2:21][C:22]3[CH:27]=[CH:26][CH:25]=[CH:24][CH:23]=3)[C:16]=2O)(=[O:10])=[O:9])=[CH:4][CH:3]=1.C1(P(C2C=CC=CC=2)C2C=CC=CC=2)C=CC=CC=1.CCOC(/N=N/C(OCC)=O)=O>>[CH3:1][C:2]1[CH:3]=[CH:4][C:5]([S:8]([O:11][CH2:12][CH:13]2[CH2:14][C:15]3[CH:20]=[CH:19][CH:18]=[C:17]([CH2:21][C:22]4[CH:23]=[CH:24][CH:25]=[CH:26][CH:27]=4)[C:16]=3[O:29]2)(=[O:9])=[O:10])=[CH:6][CH:7]=1. Reported procedure: Treatment of (±)-3-(3-benzyl-2-hydroxyphenyl)-2-hydroxypropyl 4-methylbenzenesulfonate (7.29 g, 0.018 mol) with triphenylphosphine (5.10 g, 0.019 mol) and diethylazodicarboxylate (3.39 g, 0.019 mol) generally according to the procedure described for Intermediate 5 afforded 6.57 g (94%) of (±)-(7-benzyl-2,3-dihydro-1-benzofuran-2-yl)methyl 4-methylbenzenesulfonate as a colorless oil. Anal. calcd. for C23H22O4S: C, 70.03; H, 5.62. Found: C, 68.97; H, 5.42. Starting materials: CCOC(=O)CCc1c[nH]nc1OCC, CN(C)C=O, ClCc1ccc(OCc2cccnc2)cc1, [H-], [Na+], O. Yields the product CCOC(=O)CCc1cn(Cc2ccc(OCc3cccnc3)cc2)nc1OCC. Reaction SMILES: [CH2:1]([CH3:2])[O:3][c:4]1[n:5][nH:6][cH:7][c:8]1[CH2:9][CH2:10][C:11](=[O:12])[O:13][CH2:14][CH3:15].[CH3:32][N:33]([CH3:34])[CH:35]=[O:36].[Cl:16][CH2:17][c:18]1[cH:19][cH:20][c:21]([O:22][CH2:23][c:24]2[cH:25][n:26][cH:27][cH:28][cH:29]2)[cH:30][cH:31]1.[H-:37].[Na+:38].[OH2:39]>>[CH2:1]([CH3:2])[O:3][c:4]1[n:5][n:6]([CH2:17][c:18]2[cH:19][cH:20][c:21]([O:22][CH2:23][c:24]3[cH:25][n:26][cH:27][cH:28][cH:29]3)[cH:30][cH:31]2)[cH:7][c:8]1[CH2:9][CH2:10][C:11](=[O:12])[O:13][CH2:14][CH3:15]. The reactants are CCC(C)=O, C[Si](C)(C)Cl, Cl, CN(C)C1(c2ccccc2)CCC(N2CCC(c3c[nH]c4ccccc34)CC2)CC1. The product is Cl, Cl, CN(C)C1(c2ccccc2)CCC(N2CCC(c3c[nH]c4ccccc34)CC2)CC1. RXN SMILES: [CH3:37][C:38]([CH2:39][CH3:40])=[O:41].[Cl:32][Si:33]([CH3:34])([CH3:35])[CH3:36].[ClH:1].[nH:2]1[cH:3][c:4]([CH:11]2[CH2:12][CH2:13][N:14]([CH:17]3[CH2:18][CH2:19][C:20]([c:23]4[cH:24][cH:25][cH:26][cH:27][cH:28]4)([N:29]([CH3:30])[CH3:31])[CH2:21][CH2:22]3)[CH2:15][CH2:16]2)[c:5]2[cH:6][cH:7][cH:8][cH:9][c:10]12>>[ClH:1].[ClH:32].[nH:2]1[cH:3][c:4]([CH:11]2[CH2:12][CH2:13][N:14]([CH:17]3[CH2:18][CH2:19][C:20]([c:23]4[cH:24][cH:25][cH:26][cH:27][cH:28]4)([N:29]([CH3:30])[CH3:31])[CH2:21][CH2:22]3)[CH2:15][CH2:16]2)[c:5]2[cH:6][cH:7][cH:8][cH:9][c:10]12. The reactants are C1CCOC1, CCO, CCOC(=O)CSc1nncn1-c1ccc(C)c2ccc(C)cc12, [Li+], [OH-], O. The product is Cc1ccc2c(C)ccc(-n3cnnc3SCC(=O)O)c2c1. Reaction SMILES: [CH2:27]1[O:28][CH2:29][CH2:30][CH2:31]1.[CH3:32][CH2:33][OH:34].[CH3:3][c:4]1[cH:5][cH:6][c:7](-[n:15]2[c:16]([S:20][CH2:21][C:22](=[O:23])[O:24][CH2:25][CH3:26])[n:17][n:18][cH:19]2)[c:8]2[cH:9][c:10]([CH3:14])[cH:11][cH:12][c:13]12.[Li+:1].[OH-:2].[OH2:35]>>[CH3:3][c:4]1[cH:5][cH:6][c:7](-[n:15]2[c:16]([S:20][CH2:21][C:22](=[O:23])[OH:24])[n:17][n:18][cH:19]2)[c:8]2[cH:9][c:10]([CH3:14])[cH:11][cH:12][c:13]12. The reactants are C(C)C=1C=C(C(NC1C)=O)[N+](=O)[O-] (5-ethyl-6-methyl-3-nitro-2(1H)-pyridinone), [H][H] (hydrogen). The reagents and catalysts are [Pd] (palladium on charcoal). Solvent: CO (methanol), O1CCCC1 (tetrahydrofuran). Yields the product NC=1C(NC(=C(C1)CC)C)=O (3-amino-5-ethyl-6-methyl-2(1H)-pyridinone). As a reaction SMILES: [CH2:1]([C:3]1[CH:4]=[C:5]([N+:11]([O-])=O)[C:6](=[O:10])[NH:7][C:8]=1[CH3:9])[CH3:2].[H][H]>CO.O1CCCC1.[Pd]>[NH2:11][C:5]1[C:6](=[O:10])[NH:7][C:8]([CH3:9])=[C:3]([CH2:1][CH3:2])[CH:4]=1. Reported procedure: A yellow solution of the 5-ethyl-6-methyl-3-nitro-2(1H)-pyridinone (10 g, 55 mmol) in a mixture of methanol and tetrahydrofuran (100 mL, 1:1 v/v) was reduced catalytically in the presence of 7% palladium on charcoal (0.7 g) under and atmosphere of hydrogen (50 psi) at room temperature over a period of 3.5 hours. The resultant mixture was filtered through a small pad of Celite. The filtrate was concentrated under reduced pressure (15 torr) to provide the corresponding aminopyridone. Starting materials: C(C1=CC=CC=C1)N1CCN(CC1)C=1C=C(C(=C2C=CC=NC12)C)OC (1-benzyl-4-(6-methoxy-5-methylquinolin-8-yl)piperazine), C(=O)[O-].[NH4+] (ammonium formate). The reagents and catalysts are [Pd] (Pd/C). The solvent is CO (methanol). Yields the product COC=1C(=C2C=CC=NC2=C(C1)N1CCNCC1)C (4-(6-methoxy-5-methylquinoline-8-yl)piperazine). The yield is 87.9%. As a reaction SMILES: C([N:8]1[CH2:13][CH2:12][N:11]([C:14]2[CH:15]=[C:16]([O:25][CH3:26])[C:17]([CH3:24])=[C:18]3[C:23]=2[N:22]=[CH:21][CH:20]=[CH:19]3)[CH2:10][CH2:9]1)C1C=CC=CC=1.C([O-])=O.[NH4+]>[Pd].CO>[CH3:26][O:25][C:16]1[C:17]([CH3:24])=[C:18]2[C:23](=[C:14]([N:11]3[CH2:10][CH2:9][NH:8][CH2:13][CH2:12]3)[CH:15]=1)[N:22]=[CH:21][CH:20]=[CH:19]2 |f:1.2|. Reported procedure: A mixture of methanol (15mL), 10% Pd/C (0.12 g), 1-benzyl-4-(6-methoxy-5-methylquinolin-8-yl)piperazine (0.8 g, 2.3 mmol), and ammonium formate (0.88 g, 13.9 mmol) were refluxed for 45 minutes. The reaction mixture was filtered through celite and concentrated. The residue was diluted with 1 N aqueous NaOH (50 mL) and extracted with ethyl acetate (3×75 mL). The combined organic layers were washed with water (50 mL) and brine(50 mL), then were dried over anhydrous Na2SO4, filtered, and concentrate...